From a dataset of the Open Reaction Database (ORD), a public repository of structured organic reaction records. describe an organic reaction: reactants, conditions, products, and yield Starting materials: C=C(C(=O)OCC)CC (Ethyl 2-methylenebutyrate), C(C1=CC=CC=C1)N (benzylamine). Solvent: C(C)O (ethanol). Run at temperature 70 celsius, time 17 hour. Yields the product C(C1=CC=CC=C1)NCC(C(=O)OCC)CC (Ethyl 2-[(benzylamino)methyl]butyrate). As a reaction SMILES: [CH2:1]=[C:2]([CH2:8][CH3:9])[C:3]([O:5][CH2:6][CH3:7])=[O:4].[CH2:10]([NH2:17])[C:11]1[CH:16]=[CH:15][CH:14]=[CH:13][CH:12]=1>C(O)C>[CH2:10]([NH:17][CH2:1][CH:2]([CH2:8][CH3:9])[C:3]([O:5][CH2:6][CH3:7])=[O:4])[C:11]1[CH:16]=[CH:15][CH:14]=[CH:13][CH:12]=1. Procedure details: The compound obtained in Step 1 was dissolved in ethanol (7 mL). To the solution, benzylamine (2.7 mL) was added at room temperature, and the mixture was stirred at 70° C. for 17 hours. The solvent in the reaction solution was distilled off under reduced pressure, and the obtained residue was purified by silica gel column chromatography (eluting solvent: hexane-hexane/ethyl acetate=7/3) to obtain the title compound (2.34 g).